From a dataset of the Open Reaction Database (ORD), a public repository of structured organic reaction records. describe an organic reaction: reactants, conditions, products, and yield Starting materials: BrC1=CC=C(C=C1)S(=O)(=O)N(C)CC=1SC=C(N1)C(=O)OCC (Ethyl 2-(N-(4-bromobenzenesulphonyl)-N-methylaminomethyl)thiazole-4-carboxylate), [OH-].[Li+] (lithium hydroxide). Solvent: O1CCOCC1 (dioxan). Reaction conditions: temperature 50 celsius, time 3 day. Yields the product BrC1=CC=C(C=C1)S(=O)(=O)N(C)CC=1SC=C(N1)C(=O)O (2-(N-(4-bromobenzenesulphonyl)-N-methylaminomethyl)thiazole-4-carboxylic acid). Yield: 91.4%. As a reaction SMILES: [Br:1][C:2]1[CH:7]=[CH:6][C:5]([S:8]([N:11]([CH2:13][C:14]2[S:15][CH:16]=[C:17]([C:19]([O:21]CC)=[O:20])[N:18]=2)[CH3:12])(=[O:10])=[O:9])=[CH:4][CH:3]=1.[OH-].[Li+]>O1CCOCC1>[Br:1][C:2]1[CH:7]=[CH:6][C:5]([S:8]([N:11]([CH2:13][C:14]2[S:15][CH:16]=[C:17]([C:19]([OH:21])=[O:20])[N:18]=2)[CH3:12])(=[O:10])=[O:9])=[CH:4][CH:3]=1 |f:1.2|. Procedure details: Ethyl 2-(N-(4-bromobenzenesulphonyl)-N-methylaminomethyl)thiazole-4-carboxylate (2.19, 5.2 mmol) was added to mixture of 1N lithium hydroxide solution (10 ml, 10 mmol) and dioxan (20 ml) and heated to 50° C. until a solution was obtained. The mixture was stirred at room temperature for a further 3 days. The mixture was evaporated, taken up in EtOAc and acidified with 1N potassium hydrogen sulphate solution. The phases were separated and the organic phase washed with water and brine, dried and re... Starting materials: CC(C)(C)OC(=O)c1ccc(Br)cc1NC(=O)c1cc(N2CCCCC2)ccc1OCc1ccccc1, COCCOC, Cc1ccccc1B(O)O, CCOC(C)=O, [Na+], [Na+], O=C([O-])[O-], O, Cl[Pd]Cl, c1ccc(P(c2ccccc2)c2ccccc2)cc1, c1ccc(P(c2ccccc2)c2ccccc2)cc1. Yields the product Cc1ccccc1-c1ccc(C(=O)OC(C)(C)C)c(NC(=O)c2cc(N3CCCCC3)ccc2OCc2ccccc2)c1. Reaction SMILES: [CH2:17]([c:18]1[cH:19][cH:20][cH:21][cH:22][cH:23]1)[O:24][c:25]1[c:26]([C:27](=[O:28])[NH:29][c:30]2[c:31]([C:32](=[O:33])[O:34][C:35]([CH3:36])([CH3:37])[CH3:38])[cH:39][cH:40][c:41]([Br:43])[cH:42]2)[cH:44][c:45]([N:48]2[CH2:49][CH2:50][CH2:51][CH2:52][CH2:53]2)[cH:46][cH:47]1.[CH3:102][O:103][CH2:104][CH2:105][O:106][CH3:107].[CH3:1][c:2]1[c:3]([B:8]([OH:9])[OH:10])[cH:4][cH:5][cH:6][cH:7]1.[CH3:95][CH2:96][O:97][C:98](=[O:99])[CH3:100].[Na+:11].[Na+:12].[O-:13][C:14](=[O:15])[O-:16].[OH2:101].[Pd:54]([Cl:55])[Cl:56].[c:57]1([P:58]([c:59]2[cH:60][cH:61][cH:62][cH:63][cH:64]2)[c:65]2[cH:66][cH:67][cH:68][cH:69][cH:70]2)[cH:71][cH:72][cH:73][cH:74][cH:75]1.[c:76]1([P:77]([c:78]2[cH:79][cH:80][cH:81][cH:82][cH:83]2)[c:84]2[cH:85][cH:86][cH:87][cH:88][cH:89]2)[cH:90][cH:91][cH:92][cH:93][cH:94]1>>[CH3:1][c:2]1[c:3](-[c:41]2[cH:40][cH:39][c:31]([C:32](=[O:33])[O:34][C:35]([CH3:36])([CH3:37])[CH3:38])[c:30]([NH:29][C:27]([c:26]3[c:25]([O:24][CH2:17][c:18]4[cH:19][cH:20][cH:21][cH:22][cH:23]4)[cH:47][cH:46][c:45]([N:48]4[CH2:49][CH2:50][CH2:51][CH2:52][CH2:53]4)[cH:44]3)=[O:28])[cH:42]2)[cH:4][cH:5][cH:6][cH:7]1. Starting materials: BrC=1C(=C(N)C=C(C1)C(F)(F)F)C#C[Si](C)(C)C (3-bromo-5-(trifluoromethyl)-2-((trimethylsilyl)ethynyl)aniline), C([O-])([O-])=O.[K+].[K+] (potassium carbonate). Run in CO (methanol). Reaction conditions: time 8 hour. Product: BrC=1C(=C(N)C=C(C1)C(F)(F)F)C#C (3-bromo-2-ethynyl-5-(trifluoromethyl)aniline). Isolated yield 73.6%. Reaction SMILES: [Br:1][C:2]1[C:3]([C:13]#[C:14][Si](C)(C)C)=[C:4]([CH:6]=[C:7]([C:9]([F:12])([F:11])[F:10])[CH:8]=1)[NH2:5].C(=O)([O-])[O-].[K+].[K+]>CO>[Br:1][C:2]1[C:3]([C:13]#[CH:14])=[C:4]([CH:6]=[C:7]([C:9]([F:10])([F:11])[F:12])[CH:8]=1)[NH2:5] |f:1.2.3|. Procedure details: To a solution of 3-bromo-5-(trifluoromethyl)-2-((trimethylsilyl)ethynyl)aniline (2.70 g) in methanol (30 mL) was added potassium carbonate (1.11 g), and the mixture was stirred overnight at room temperature. The solvent was evaporated under reduced pressure, to the residue was added saturated aqueous ammonium chloride solution, and the mixture was extracted with ethyl acetate. The extract was washed with saturated aqueous ammonium chloride solution and saturated brine, and dried over anhydrous s... Starting materials: CC(=O)OC=O, CCOC(C)=O, O=CO, Nc1cccc(S)c1. The product is O=CNc1cccc(S)c1. As a reaction SMILES: [C:12]([O:13][CH:14]=[O:15])(=[O:16])[CH3:17].[CH3:18][CH2:19][O:20][C:21](=[O:22])[CH3:23].[CH:9](=[O:10])[OH:11].[NH2:1][c:2]1[cH:3][c:4]([SH:8])[cH:5][cH:6][cH:7]1>>[NH:1]([c:2]1[cH:3][c:4]([SH:8])[cH:5][cH:6][cH:7]1)[CH:9]=[O:10]. The reactants are FC=1C=C(C=C(C1C(F)(F)F)F)O (3,5-difluoro-4-trifluoromethyl-phenol), N1=CC=CC=C1 (pyridine), C1(=CC=CC=C1)C (toluene), C1(=CC=CC=C1)C (toluene), FC1=C(C(=O)Cl)C=CC(=C1)CCC (2-fluoro-4-propylbenzoyl chloride). The solvent is O (water). Yields the product FC1=C(C(=O)OC2=CC(=C(C(=C2)F)C(F)(F)F)F)C=CC(=C1)CCC (3,5-difluoro-4-trifluormethylphenyl 2-fluoro-4-propylbenzoate). The yield is 90.5%. Reaction SMILES: [F:1][C:2]1[CH:3]=[C:4]([OH:13])[CH:5]=[C:6]([F:12])[C:7]=1[C:8]([F:11])([F:10])[F:9].N1C=CC=CC=1.C1(C)C=CC=CC=1.[F:27][C:28]1[CH:36]=[C:35]([CH2:37][CH2:38][CH3:39])[CH:34]=[CH:33][C:29]=1[C:30](Cl)=[O:31]>O>[F:27][C:28]1[CH:36]=[C:35]([CH2:37][CH2:38][CH3:39])[CH:34]=[CH:33][C:29]=1[C:30]([O:13][C:4]1[CH:3]=[C:2]([F:1])[C:7]([C:8]([F:10])([F:11])[F:9])=[C:6]([F:12])[CH:5]=1)=[O:31]. Procedure: Then, 1.2 g (6.1 mmol) of 3,5-difluoro-4-trifluoromethyl-phenol, 0.7 ml of pyridine, and 2 ml of toluene were mixed. To this mixture was added dropwise 3 ml of toluene solution containing 6.1 mmol 2-fluoro-4-propylbenzoyl chloride at room temperature in 10 minutes. After the dropping was finished, they were reacted at 50° C. for 2 hours. After finishing of the reaction, 10 ml of water was added to the reaction product and then extracted with 30 ml of toluene. The organic layer thus obtained was ... Starting materials: CC#N, CC1=C(C)C(O)N(c2ccc(Cl)c(Cl)c2)C1=O, [F-], [K+], C1COCCOCCOCCOCCOCCO1. Yields the product CC1=C(C)C(F)N(c2ccc(Cl)c(Cl)c2)C1=O. Reaction SMILES: [CH3:38][C:39]#[N:40].[Cl:1][c:2]1[cH:3][c:4]([N:9]2[CH:10]([OH:17])[C:11]([CH3:16])=[C:12]([CH3:15])[C:13]2=[O:14])[cH:5][cH:6][c:7]1[Cl:8].[F-:18].[K+:19].[O:20]1[CH2:21][CH2:22][O:23][CH2:24][CH2:25][O:26][CH2:27][CH2:28][O:29][CH2:30][CH2:31][O:32][CH2:33][CH2:34][O:35][CH2:36][CH2:37]1>>[Cl:1][c:2]1[cH:3][c:4]([N:9]2[CH:10]([F:18])[C:11]([CH3:16])=[C:12]([CH3:15])[C:13]2=[O:14])[cH:5][cH:6][c:7]1[Cl:8]. Reactants: O1CCCNC2=C1C=CC=C2 (2,3,4,5-tetrahydro-1,5-benzoxazepine), N(=O)[O-].[Na+] (NaNO2). Solvent: Cl (HCl), O (H2O), O (H2O). Reaction conditions: time 2 hour. Product: N(=O)N1CCCOC2=C1C=CC=C2 (5-nitroso-2,3,4,5-tetrahydro-1,5-benzoxazepine). Yield: 95.1%. As a reaction SMILES: [O:1]1[C:7]2[CH:8]=[CH:9][CH:10]=[CH:11][C:6]=2[NH:5][CH2:4][CH2:3][CH2:2]1.[N:12]([O-])=[O:13].[Na+]>Cl.O>[N:12]([N:5]1[C:6]2[CH:11]=[CH:10][CH:9]=[CH:8][C:7]=2[O:1][CH2:2][CH2:3][CH2:4]1)=[O:13] |f:1.2|. Procedure: To a stirred, cold slurry of 2,3,4,5-tetrahydro-1,5-benzoxazepine (13.72 g, 91.96 mmol) in 2N aqueous HCl (105 mL) was added dropwise a solution of NaNO2 (7.30 g, 105.75 mmol) in H2O (16 mL) and stirred at room temperature for 2 hrs. The mixture was taken up in H2O (800 mL), extracted with ether (3×200 mL), dried over MgSO4, and stripped of the solvent under reduced pressure to yield 15.59 g (95%) of 5-nitroso-2,3,4,5-tetrahydro-1,5-benzoxazepine as a tan powder. (M+H)+ 178.